Dataset: the Open Reaction Database (ORD), a public repository of structured organic reaction records. Task: describe an organic reaction: reactants, conditions, products, and yield Reactants: ClCCCl, Cc1noc(C(C)N)n1, CCN(C(C)C)C(C)C, Cl, Cc1ccc(-c2cc(C(=O)O)c[n+]([O-])c2)c(F)c1, CN(C)C=O, On1nnc2ccccc21. Product: Cc1ccc(-c2cc(C(=O)NC(C)c3nc(C)no3)c[n+]([O-])c2)c(F)c1. RXN SMILES: [CH2:29]([Cl:30])[CH2:31][Cl:32].[CH3:20][c:21]1[n:22][o:23][c:24]([CH:26]([CH3:27])[NH2:28])[n:25]1.[CH:43]([N:44]([CH:45]([CH3:46])[CH3:47])[CH2:48][CH3:49])([CH3:50])[CH3:51].[ClH:19].[F:1][c:2]1[c:3](-[c:9]2[cH:10][n+:11]([O-:18])[cH:12][c:13]([C:14](=[O:15])[OH:16])[cH:17]2)[cH:4][cH:5][c:6]([CH3:8])[cH:7]1.[O:52]=[CH:53][N:54]([CH3:55])[CH3:56].[OH:33][n:34]1[c:35]2[c:36]([cH:37][cH:38][cH:39][cH:40]2)[n:41][n:42]1>>[F:1][c:2]1[c:3](-[c:9]2[cH:10][n+:11]([O-:18])[cH:12][c:13]([C:14](=[O:16])[NH:28][CH:26]([c:24]3[o:23][n:22][c:21]([CH3:20])[n:25]3)[CH3:27])[cH:17]2)[cH:4][cH:5][c:6]([CH3:8])[cH:7]1. Starting materials: CC(CO)C (2-methyl-1-propanol), [H-].[Na+] (NaH), ClC1=NC(=CN=C1)Cl (2,6-dichloropyrazine). Run in C1CCOC1 (THF). Reaction conditions: temperature 0 celsius, time 3 hour. Yields the product ClC1=NC(=CN=C1)OCC(C)C (2-chloro-6-isobutoxypyrazine). As a reaction SMILES: [H-].[Na+].[CH3:3][CH:4]([CH3:7])[CH2:5][OH:6].[Cl:8][C:9]1[CH:14]=[N:13][CH:12]=[C:11](Cl)[N:10]=1>C1COCC1>[Cl:8][C:9]1[CH:14]=[N:13][CH:12]=[C:11]([O:6][CH2:5][CH:4]([CH3:7])[CH3:3])[N:10]=1 |f:0.1|. Reported procedure: A flame-dried round bottom flask was charged with a suspension of 95% NaH (1.1 eq) in anhydrous THF (0.3 M). The stirring mixture was cooled to 0° C. in an ice-water bath and 2-methyl-1-propanol (1 eq) was added drop wise via syringe. After 30 min 2,6-dichloropyrazine (1 eq) was added, the reaction was warmed to rt and stirred for 3 h. The crude mixture was quenched with saturated aqueous NH4Cl and extracted with EtOAc. The combined organic phases were washed once each with H2O and brine, then d... Starting materials: II (Diiodine), COC1=CC=C(CN2N=CC3=C2N=CC=C3O)C=C1 (1-(4-methoxybenzyl)-1H-pyrazolo[3,4-b]pyridin-4-ol), OS(=O)(=O)[O-].[K+] (KHSO4), C([O-])(O)=O.[Na+] (sodium bicarbonate). Solvent: C(C)O (ethanol), C(C)O (ethanol). Conditions: temperature 0 celsius, time 3 hour. Yields the product IC1=C(C2=C(N=C1)N(N=C2)CC2=CC=C(C=C2)OC)O (5-iodo-1-(4-methoxybenzyl)-1H-pyrazolo[3,4-b]pyridin-4-ol). The yield is 94.0%. Reaction SMILES: [I:1]I.[CH3:3][O:4][C:5]1[CH:21]=[CH:20][C:8]([CH2:9][N:10]2[C:14]3[N:15]=[CH:16][CH:17]=[C:18]([OH:19])[C:13]=3[CH:12]=[N:11]2)=[CH:7][CH:6]=1.C(=O)(O)[O-].[Na+].OS([O-])(=O)=O.[K+]>C(O)C>[I:1][C:17]1[CH:16]=[N:15][C:14]2[N:10]([CH2:9][C:8]3[CH:7]=[CH:6][C:5]([O:4][CH3:3])=[CH:21][CH:20]=3)[N:11]=[CH:12][C:13]=2[C:18]=1[OH:19] |f:2.3,4.5|. Procedure details: Diiodine (0.547 g, 2.16 mmol) in ethanol (5 mL) was added dropwise over 5 minutes to a solution of 1-(4-methoxybenzyl)-1H-pyrazolo[3,4-b]pyridin-4-ol (0.50 g, 1.96 mmol, prepared similarly as that described in WO 2007/103308) in absolute ethanol (20 mL) at 0° C. The reaction was stirred at 0° C. for 3 hours, followed by addition of 5% sodium bicarbonate (20 mL). The mixture was concentrated to give a slurry. The pH was then adjusted with saturated KHSO4 to a pH of 4. The resulting solid was coll... Reaction SMILES: [CH2:27]1[O:28][CH2:29][CH2:30][CH2:31]1.[CH3:18][c:19]1[cH:20][cH:21][c:22]([B:24]([OH:25])[OH:26])[o:23]1.[CH3:32][CH2:33][O:34][C:35]([CH3:36])=[O:37].[Cl:1][c:2]1[c:3]([N+:10](=[O:11])[O-:12])[c:4]([NH2:9])[n:5][c:6]([NH2:8])[n:7]1.[Na+:17].[O-:13][C:14]([OH:15])=[O:16].[OH2:38].[cH:39]1[cH:40][cH:41][c:42]([P:43]([Pd:44]([P:45]([c:46]2[cH:47][cH:48][cH:49][cH:50][cH:51]2)([c:52]2[cH:53][cH:54][cH:55][cH:56][cH:57]2)[c:58]2[cH:59][cH:60][cH:61][cH:62][cH:63]2)([P:64]([c:65]2[cH:66][cH:67][cH:68][cH:69][cH:70]2)([c:71]2[cH:72][cH:73][cH:74][cH:75][cH:76]2)[c:77]2[cH:78][cH:79][cH:80][cH:81][cH:82]2)[P:83]([c:84]2[cH:85][cH:86][cH:87][cH:88][cH:89]2)([c:90]2[cH:91][cH:92][cH:93][cH:94][cH:95]2)[c:96]2[cH:97][cH:98][cH:99][cH:100][cH:101]2)([c:102]2[cH:103][cH:104][cH:105][cH:106][cH:107]2)[c:108]2[cH:109][cH:110][cH:111][cH:112][cH:113]2)[cH:114][cH:115]1>>[c:2]1(-[c:22]2[cH:21][cH:20][c:19]([CH3:18])[o:23]2)[c:3]([N+:10](=[O:11])[O-:12])[c:4]([NH2:9])[n:5][c:6]([NH2:8])[n:7]1. The reactants are C1CCOC1, Cc1ccc(B(O)O)o1, CCOC(C)=O, Nc1nc(N)c([N+](=O)[O-])c(Cl)n1, [Na+], O=C([O-])O, O, c1ccc(P(c2ccccc2)(c2ccccc2)[Pd](P(c2ccccc2)(c2ccccc2)c2ccccc2)(P(c2ccccc2)(c2ccccc2)c2ccccc2)P(c2ccccc2)(c2ccccc2)c2ccccc2)cc1. The product is Cc1ccc(-c2nc(N)nc(N)c2[N+](=O)[O-])o1. Starting materials: Cl.NC(CC1=CNC2=CC=CC=C12)C(CCC1=CC(=CC(=C1)C(F)(F)F)C(F)(F)F)=O (2-Amino-5-(3,5-bistrifluoromethylphenyl)-1-(3-indolyl)-3-pentanone Hydrochloride), C(C1=CC=CC=C1)(=O)Cl (benzoyl chloride). Solvent: N1=CC=CC=C1 (pyridine). Run at time 16 hour. The product is C(C1=CC=CC=C1)(=O)NC(CC1=CNC2=CC=CC=C12)C(CCC1=CC(=CC(=C1)C(F)(F)F)C(F)(F)F)=O (2-Benzamido-5-(3,5-bistrifluoromethylphenyl)-1-(3-indolyl)-3-pentanone). As a reaction SMILES: Cl.[NH2:2][CH:3]([C:14](=[O:31])[CH2:15][CH2:16][C:17]1[CH:22]=[C:21]([C:23]([F:26])([F:25])[F:24])[CH:20]=[C:19]([C:27]([F:30])([F:29])[F:28])[CH:18]=1)[CH2:4][C:5]1[C:13]2[C:8](=[CH:9][CH:10]=[CH:11][CH:12]=2)[NH:7][CH:6]=1.[C:32](Cl)(=[O:39])[C:33]1[CH:38]=[CH:37][CH:36]=[CH:35][CH:34]=1>N1C=CC=CC=1>[C:32]([NH:2][CH:3]([C:14](=[O:31])[CH2:15][CH2:16][C:17]1[CH:22]=[C:21]([C:23]([F:25])([F:24])[F:26])[CH:20]=[C:19]([C:27]([F:28])([F:29])[F:30])[CH:18]=1)[CH2:4][C:5]1[C:13]2[C:8](=[CH:9][CH:10]=[CH:11][CH:12]=2)[NH:7][CH:6]=1)(=[O:39])[C:33]1[CH:38]=[CH:37][CH:36]=[CH:35][CH:34]=1 |f:0.1|. Procedure: The compound of Example 11 (0.55 g) was dissolved in pyridine (10 ml) and benzoyl chloride (0.17 g) was added. The reaction was stirred for 16 hours and then partitioned between 10% citric acid (50 ml) and ethyl acetate (100 ml). The organic phase was washed with water (100 ml) and sodium bicarbonate solution (100 ml), dried (MgSO4) and evaporated to yield an oil which was purified by chromatography on silica using petroleum ether/ethyl acetate (1:3) to yield the title compound as a white solid,... Starting materials: CN1C(=CC2=CC=C(C=C12)C1=CC=C(C=C1)C)C(=O)OCC (ethyl 1-methyl-6-(4-methylphenyl)-1H-indole-2-carboxylate), aqueous solution, [OH-].[Na+] (sodium hydroxide), Cl (hydrochloric acid). Run in C(C)O.C1CCOC1 (ethanol THF). Reaction conditions: time 24 hour. The product is CN1C(=CC2=CC=C(C=C12)C1=CC=C(C=C1)C)C(=O)O (1-methyl-6-(4-methylphenyl)-1H-indole-2-carboxylic acid). Isolated yield 94.8%. RXN SMILES: [CH3:1][N:2]1[C:10]2[C:5](=[CH:6][CH:7]=[C:8]([C:11]3[CH:16]=[CH:15][C:14]([CH3:17])=[CH:13][CH:12]=3)[CH:9]=2)[CH:4]=[C:3]1[C:18]([O:20]CC)=[O:19].[OH-].[Na+].Cl>C(O)C.C1COCC1>[CH3:1][N:2]1[C:10]2[C:5](=[CH:6][CH:7]=[C:8]([C:11]3[CH:16]=[CH:15][C:14]([CH3:17])=[CH:13][CH:12]=3)[CH:9]=2)[CH:4]=[C:3]1[C:18]([OH:20])=[O:19] |f:1.2,4.5|. Reported procedure: Into a mixed solution of ethyl 1-methyl-6-(4-methylphenyl)-1H-indole-2-carboxylate (0.7 g) in ethanol/THF (20/10 ml) was added at room temperature a 2 N aqueous solution of sodium hydroxide (1.5 ml), and the resulting mixture was stirred for 24 hours. After addition of 1 N hydrochloric acid (5 ml), the reaction mixture was concentrated under reduced pressure. Water was added to the residue, and the resulting mixture was extracted with ethyl acetate. The organic layer was washed with an aqueous s... The reactants are O (water), C1(=CC=C(C=C1)NN)C (p-tolylhydrazine), C(C)OC=CC(C(=O)OC)=O (methyl 4-ethoxy-2-oxobut-3-enoat). Solvent: C(C)(=O)O (acetic acid), C(C)(=O)O (acetic acid). Run at temperature 100 celsius, time 5 hour. Product: CC1=CC=C(C=C1)N1N=CC=C1C(=O)OC (methyl 1-(4-methylphenyl)-pyrazole-5-carboxylate), CC1=CC=C(C=C1)N1N=C(C=C1)C(=O)OC (methyl 1-(4-methylphenyl)-pyrazole-3-carboxylate). Reaction SMILES: [C:1]1([CH3:9])[CH:6]=[CH:5][C:4]([NH:7][NH2:8])=[CH:3][CH:2]=1.C(O[CH:13]=[CH:14][C:15](=O)[C:16]([O:18][CH3:19])=[O:17])C.O>C(O)(=O)C>[CH3:9][C:1]1[CH:6]=[CH:5][C:4]([N:7]2[C:15]([C:16]([O:18][CH3:19])=[O:17])=[CH:14][CH:13]=[N:8]2)=[CH:3][CH:2]=1.[CH3:9][C:1]1[CH:6]=[CH:5][C:4]([N:7]2[CH:13]=[CH:14][C:15]([C:16]([O:18][CH3:19])=[O:17])=[N:8]2)=[CH:3][CH:2]=1. Procedure details: 12.5 g of p-tolylhydrazine in 150 ml of glacial acetic acid were added to a solution of 16 g of methyl 4-ethoxy-2-oxobut-3-enoat in 100 ml of glacial acetic acid at 50° C. The mixture was stirred at 100° C. for 5 hours, poured into 1 liter of water, and extracted twice with 100 ml of ethyl acetate. The organic phase was washed with saturated NaHCO3 solution and subsequently with water, and dried. After evaporating in a water-pump vaccum, the mixture was separated by distillation in a high vacuum... The reactants are C=O (paraformaldehyde), N1=C(N=CC=C1)N1N=CC(=C1C)C(C)=O (1-(2-pyrimidinyl)-4-acetyl-5-methylpyrazole), C=O (paraformaldehyde), Cl.C1NCCC2=CC=CC=C12 (1,2,3,4-tetrahydroisoquinoline hydrochloride), Cl.C(C)O (hydrochloric acid ethanol). Solvent: C(C)O (ethanol). Yields the product Cl.CC1=C(C=NN1C1=NC=CC=N1)C(CCN1CC2=CC=CC=C2CC1)=O (1-[5-Methyl-1-(2-pyrimidinyl)-4-pyrazolyl]-3-(1,2,3,4-tetrahydroisoquinolin-2-yl)-1-propanone hydrochloride). Reaction SMILES: [N:1]1[CH:6]=[CH:5][CH:4]=[N:3][C:2]=1[N:7]1[C:11]([CH3:12])=[C:10]([C:13](=[O:15])[CH3:14])[CH:9]=[N:8]1.C=O.[ClH:18].[CH2:19]1[C:28]2[C:23](=[CH:24][CH:25]=[CH:26][CH:27]=2)[CH2:22][CH2:21][NH:20]1.Cl.[CH2:30](O)C>C(O)C>[ClH:18].[CH3:12][C:11]1[N:7]([C:2]2[N:1]=[CH:6][CH:5]=[CH:4][N:3]=2)[N:8]=[CH:9][C:10]=1[C:13](=[O:15])[CH2:14][CH2:30][N:20]1[CH2:21][CH2:22][C:23]2[C:28](=[CH:27][CH:26]=[CH:25][CH:24]=2)[CH2:19]1 |f:2.3,4.5,7.8|. Procedure details: 1.01 g of 1-(2-pyrimidinyl)-4-acetyl-5-methylpyrazole was dissolved in 100 ml of ethanol. After adding 450 mg of paraformaldehyde and 848 mg of 1,2,3,4-tetrahydroisoquinoline hydrochloride, the mixture was heated under reflux overnight. Next, 200 mg of paraformaldehyde was further added to the reaction mixture which was then concentrated by heating under reflux overnight. To the obtained residue was added chloroform. Then it was washed with a saturated aqueous solution of sodium hydrogencarbonat... As a reaction SMILES: [CH3:1][c:2]1[nH:3][c:4]2[cH:5][cH:6][c:7]([C:15]#[N:16])[c:8]([C:11]([F:12])([F:13])[F:14])[c:9]2[cH:10]1.[F:17][C:18]([c:19]1[cH:20][c:21](-[c:25]2[s:26][c:27]([CH2:30][Cl:31])[cH:28][n:29]2)[cH:22][cH:23][cH:24]1)([F:32])[F:33]>>[CH3:1][c:2]1[n:3]([CH2:30][c:27]2[s:26][c:25](-[c:21]3[cH:20][c:19]([C:18]([F:17])([F:32])[F:33])[cH:24][cH:23][cH:22]3)[n:29][cH:28]2)[c:4]2[cH:5][cH:6][c:7]([C:15]#[N:16])[c:8]([C:11]([F:12])([F:13])[F:14])[c:9]2[cH:10]1. The reactants are Cc1cc2c(C(F)(F)F)c(C#N)ccc2[nH]1, FC(F)(F)c1cccc(-c2ncc(CCl)s2)c1. Product: Cc1cc2c(C(F)(F)F)c(C#N)ccc2n1Cc1cnc(-c2cccc(C(F)(F)F)c2)s1.